This data is from the Open Reaction Database (ORD), a public repository of structured organic reaction records. The task is: describe an organic reaction: reactants, conditions, products, and yield Starting materials: C1(=CC=CC=C1)P(=O)(C1=CC=CC=C1)OC=1[C@@H]([C@H]2N(C1C(=O)OCC1=CC=C(C=C1)[N+](=O)[O-])C([C@@H]2[C@@H](C)O)=O)C (4-nitrobenzyl (1R,5R,6S)-2-(diphenylphosphoryloxy)-6-[(1R)-1-hydroxyethyl]-1-methyl-1-carbapen-2-em-3-carboxylate), S[C@H]1C[C@H](N(C1)C)C(=O)N1CC(C1)N(C=N)C(=O)OCC1=CC=C(C=C1)[N+](=O)[O-] ((2S,4S)-4-mercapto-1-methyl-2-{3-[N-(4-nitrobenzyloxycarbonyl)-N-formimidoylamino]azetidin-1-ylcarbonyl}pyrrolidine). Yields the product C(=N)NC1CN(C1)C(=O)[C@H]1N(C[C@H](C1)SC=1[C@@H]([C@H]2N(C1C(=O)O)C([C@@H]2[C@@H](C)O)=O)C)C ((1R,5S,6S)-2-[(2S,4S)-2-(3-Formimidoylaminoazetidin-1-ylcarbonyl)-1-methylpyrrolidin-4-ylthio]-6-[(1R)-1-hydroxyethyl]-1-methyl-1-carbapen-2-em-3-carboxylic acid). Isolated yield 7.2%. RXN SMILES: C1(P(O[C:16]2[C@H:17]([CH3:40])[C@@H:18]3[C@@H:35]([C@H:36]([OH:38])[CH3:37])[C:34](=[O:39])[N:19]3[C:20]=2[C:21]([O:23]CC2C=CC([N+]([O-])=O)=CC=2)=[O:22])(C2C=CC=CC=2)=O)C=CC=CC=1.[SH:41][C@@H:42]1[CH2:46][N:45]([CH3:47])[C@H:44]([C:48]([N:50]2[CH2:53][CH:52]([N:54](C(OCC3C=CC([N+]([O-])=O)=CC=3)=O)[CH:55]=[NH:56])[CH2:51]2)=[O:49])[CH2:43]1>>[CH:55]([NH:54][CH:52]1[CH2:51][N:50]([C:48]([C@@H:44]2[CH2:43][C@H:42]([S:41][C:16]3[C@H:17]([CH3:40])[C@@H:18]4[C@@H:35]([C@H:36]([OH:38])[CH3:37])[C:34](=[O:39])[N:19]4[C:20]=3[C:21]([OH:23])=[O:22])[CH2:46][N:45]2[CH3:47])=[O:49])[CH2:53]1)=[NH:56]. Reported procedure: A procedure similar to that described in Example 125 was repeated, but using 0.35 g of 4-nitrobenzyl (1R,5R,6S)-2-(diphenylphosphoryloxy)-6-[(1R)-1-hydroxyethyl]-1-methyl-1-carbapen-2-em-3-carboxylate (prepared as described in Preparation 123) and 0.22 g of (2S,4S)-4-mercapto-1-methyl-2-{3-[N-(4-nitrobenzyloxycarbonyl)-N-formimidoylamino]azetidin-1-ylcarbonyl}pyrrolidine (prepared as described in Preparation 118), to give 17 mg of the title compound as a powder.